Dataset: the Open Reaction Database (ORD), a public repository of structured organic reaction records. Task: describe an organic reaction: reactants, conditions, products, and yield Starting materials: ClC1=NC=C(C(=N1)NC1=CC(=CC=C1)[N+](=O)[O-])F (2-chloro-5-fluoro-N-(3-nitrophenyl)pyrimidin-4-amine), COCCOCOC1=CC=C(N)C=C1 (4-[(2-methoxyethoxy)methoxy]aniline), CCCCCC.C(C)(=O)OCC (hexane ethyl acetate). The reagents and catalysts are C(C)(=O)O (acetic acid). The solvent is C(C)O (ethanol), C(C)O (ethanol). Yields the product FC=1C(=NC(=NC1)NC1=CC=C(C=C1)OCOCCOC)NC1=CC(=CC=C1)[N+](=O)[O-] (5-fluoro-N2-(4-((2-methoxyethoxy)methoxy)phenyl)-N4-(3-nitrophenyl)pyrimidine-2,4-diamine). Isolated yield 62.6%. Reaction SMILES: Cl[C:2]1[N:7]=[C:6]([NH:8][C:9]2[CH:14]=[CH:13][CH:12]=[C:11]([N+:15]([O-:17])=[O:16])[CH:10]=2)[C:5]([F:18])=[CH:4][N:3]=1.[CH3:19][O:20][CH2:21][CH2:22][O:23][CH2:24][O:25][C:26]1[CH:32]=[CH:31][C:29]([NH2:30])=[CH:28][CH:27]=1.CCCCCC.C(OCC)(=O)C>C(O)C.C(O)(=O)C>[F:18][C:5]1[C:6]([NH:8][C:9]2[CH:14]=[CH:13][CH:12]=[C:11]([N+:15]([O-:17])=[O:16])[CH:10]=2)=[N:7][C:2]([NH:30][C:29]2[CH:31]=[CH:32][C:26]([O:25][CH2:24][O:23][CH2:22][CH2:21][O:20][CH3:19])=[CH:27][CH:28]=2)=[N:3][CH:4]=1 |f:2.3|. Procedure details: To a solution of 2-chloro-5-fluoro-N-(3-nitrophenyl)pyrimidin-4-amine (0.400 g) and 4-[(2-methoxyethoxy)methoxy]aniline (0.458 g), in ethanol (20 mL), was added acetic acid (4.65 mg). The reaction mixture was heated to reflux for 24 hr. Completion of reaction was monitored by TLC using hexane:ethyl acetate (8:2) as mobile phase. After completion of the reaction, ethanol was removed under reduced pressure at 40° C. To the residue water (25 mL) was added and mixture was extracted with ethyl acetat... The reactants are ClC1=NC(=NS1)CN1C(=CC2=C(C(=CC=C12)C#N)C(F)(F)F)C (1-[(5-Chloro-1,2,4-thiadiazol-3-yl)methyl]-2-methyl-4-(trifluoromethyl)-1H-indole-5-carbonitrile), FC(C=1C=C(C=CC1)B(O)O)(F)F ([3-(trifluoromethyl)phenyl]boronic acid). Yields the product CC=1N(C2=CC=C(C(=C2C1)C(F)(F)F)C#N)CC1=NSC(=N1)C1=CC(=CC=C1)C(F)(F)F (2-Methyl-4-(trifluoromethyl)-1-({5-[3-(trifluoromethyl)phenyl]-1,2,4-thiadiazol-3-yl}methyl)-1H-indole-5-carbonitrile). Reaction SMILES: Cl[C:2]1[S:6][N:5]=[C:4]([CH2:7][N:8]2[C:16]3[C:11](=[C:12]([C:19]([F:22])([F:21])[F:20])[C:13]([C:17]#[N:18])=[CH:14][CH:15]=3)[CH:10]=[C:9]2[CH3:23])[N:3]=1.[F:24][C:25]([F:36])([F:35])[C:26]1[CH:27]=[C:28](B(O)O)[CH:29]=[CH:30][CH:31]=1>>[CH3:23][C:9]1[N:8]([CH2:7][C:4]2[N:3]=[C:2]([C:30]3[CH:29]=[CH:28][CH:27]=[C:26]([C:25]([F:36])([F:35])[F:24])[CH:31]=3)[S:6][N:5]=2)[C:16]2[C:11]([CH:10]=1)=[C:12]([C:19]([F:22])([F:21])[F:20])[C:13]([C:17]#[N:18])=[CH:14][CH:15]=2. Procedure: Synthesized as described in Example 327 using 1-[(5-chloro-1,2,4-thiadiazol-3-yl)methyl]-2-methyl-4-(trifluoromethyl)-1H-indole-5-carbonitrile (Example 326) and [3-(trifluoromethyl)phenyl]boronic acid: MS (ES) m/z 467 (M+1). Reactants: ClC1=CC=C(C=C1)[C@@H](C(=O)O)[C@H](C(F)(F)F)C ((2S,3R)-2-(4-chlorophenyl)-4,4,4-trifluoro-3-methylbutanoic acid), N1=CC=CC=C1 (pyridine), NC=1C=C(C=CC1Cl)CC(C(=O)OC(C)(C)C)(C)C (tert-butyl 3-(3-amino-4-chlorophenyl)-2,2-dimethylpropanoate), ClC(=C(C)C)N(C)C (1-chloro-N,N,2-trimethylprop-1-ene-1-amine). Solvent: ClCCl (dichloromethane). Reaction conditions: time 30 minute. The product is ClC1=C(C=C(C=C1)CC(C(=O)OC(C)(C)C)(C)C)NC([C@@H]([C@H](C(F)(F)F)C)C1=CC=C(C=C1)Cl)=O (tert-Butyl 3-(4-chloro-3-{[(2S,3R)-2-(4-chlorophenyl)-4,4,4-trifluoro-3-methylbutanoyl]amino}-phenyl)-2,2-dimethylpropanoate). Reaction SMILES: [Cl:1][C:2]1[CH:7]=[CH:6][C:5]([C@H:8]([C@@H:12]([CH3:17])[C:13]([F:16])([F:15])[F:14])[C:9]([OH:11])=O)=[CH:4][CH:3]=1.ClC(N(C)C)=C(C)C.N1C=CC=CC=1.[NH2:32][C:33]1[CH:34]=[C:35]([CH2:40][C:41]([CH3:50])([CH3:49])[C:42]([O:44][C:45]([CH3:48])([CH3:47])[CH3:46])=[O:43])[CH:36]=[CH:37][C:38]=1[Cl:39]>ClCCl>[Cl:39][C:38]1[CH:37]=[CH:36][C:35]([CH2:40][C:41]([CH3:50])([CH3:49])[C:42]([O:44][C:45]([CH3:47])([CH3:46])[CH3:48])=[O:43])=[CH:34][C:33]=1[NH:32][C:9](=[O:11])[C@H:8]([C:5]1[CH:4]=[CH:3][C:2]([Cl:1])=[CH:7][CH:6]=1)[C@@H:12]([CH3:17])[C:13]([F:16])([F:15])[F:14]. Procedure details: 400 mg (1.50 mmol) of (2S,3R)-2-(4-chlorophenyl)-4,4,4-trifluoro-3-methylbutanoic acid were dissolved in 24 ml of dichloromethane, 320 mg (2.40 mmol) of 1-chloro-N,N,2-trimethylprop-1-ene-1-amine were added and the mixture was stirred at room temperature for 30 min. 364 μl (4.5 mmol) of pyridine and 510 mg (1.80 mmol) of tert-butyl 3-(3-amino-4-chlorophenyl)-2,2-dimethylpropanoate were then added, and the mixture was stirred at room temperature for 2 h. The reaction mixture was then concentrated...